The task is: describe an organic reaction: reactants, conditions, products, and yield. This data is from the Open Reaction Database (ORD), a public repository of structured organic reaction records. The reactants are C([O-])([O-])=O.[Na+].[Na+] (sodium carbonate), COC=1C=C(C=CC1N1C=NC(=C1)C)NC1=NC(=CC(=N1)C(=O)OCC)C (ethyl 2-[3-methoxy-4-(4-methyl-imidazol-1-yl)-phenylamino]-6-methyl-pyrimidine-4-carboxylate), solution, C[Mg]Cl (methylmagnesiumchloride), O1CCCC1 (tetrahydrofurane), O1CCCC1 (tetrahydrofurane). Reaction conditions: temperature 0 celsius, time 15 minute. The product is COC=1C=C(C=CC1N1C=NC(=C1)C)NC1=NC(=CC(=N1)C(C)(C)O)C (2-{2-[3-Methoxy-4-(4-methyl-imidazol-1-yl)-phenylamino]-6-methyl-pyrimidin-4-yl}-propan-2-ol). As a reaction SMILES: [CH3:1][O:2][C:3]1[CH:4]=[C:5]([NH:15][C:16]2[N:21]=[C:20]([C:22](OCC)=O)[CH:19]=[C:18](C)[N:17]=2)[CH:6]=[CH:7][C:8]=1[N:9]1[CH:13]=[C:12]([CH3:14])[N:11]=[CH:10]1.C[Mg]Cl.[C:31](=O)([O-])[O-].[Na+].[Na+].[O:37]1[CH2:41][CH2:40]CC1>>[CH3:1][O:2][C:3]1[CH:4]=[C:5]([NH:15][C:16]2[N:17]=[C:18]([C:41]([OH:37])([CH3:40])[CH3:31])[CH:19]=[C:20]([CH3:22])[N:21]=2)[CH:6]=[CH:7][C:8]=1[N:9]1[CH:13]=[C:12]([CH3:14])[N:11]=[CH:10]1 |f:2.3.4|. Reported procedure: To a solution of ethyl 2-[3-methoxy-4-(4-methyl-imidazol-1-yl)-phenylamino]-6-methyl-pyrimidine-4-carboxylate (184 mg, 0.5 mmol) in tetrahydrofurane (10 mL) was added at 0° C. over 2 min a 3 M solution of methylmagnesiumchloride in tetrahydrofurane (0.55 mL, 1.65 mmol). The reaction mixture was stirred at 0° C. for 15 min followed by 1 h at 20° C. The mixture was poured on saturated sodium carbonate solution (20 mL) and the product was extracted with ethyl acetate (40 mL). The organic layer was ...